Task: describe an organic reaction: reactants, conditions, products, and yield. Dataset: the Open Reaction Database (ORD), a public repository of structured organic reaction records The reactants are C(C1=CC=CC=C1)N1C(N=C(C2=CC(=CC=C12)OC)C1=CC=C(C=C1)C(C)C)=O (1-benzyl-4-(4-isopropyl-phenyl)-6-methoxy-1H-quinazolin-2-one), B(Br)(Br)Br (boron tribromide), O (water). The solvent is C1CCOC1 (THF). Run at time 4 hour. The product is C(C1=CC=CC=C1)N1C(N=C(C2=CC(=CC=C12)O)C1=CC=C(C=C1)C(C)C)=O (1-benzyl-6-hydroxy-4-(4-isopropyl-phenyl)-1H-quinazolin-2-one). As a reaction SMILES: [CH2:1]([N:8]1[C:17]2[C:12](=[CH:13][C:14]([O:18]C)=[CH:15][CH:16]=2)[C:11]([C:20]2[CH:25]=[CH:24][C:23]([CH:26]([CH3:28])[CH3:27])=[CH:22][CH:21]=2)=[N:10][C:9]1=[O:29])[C:2]1[CH:7]=[CH:6][CH:5]=[CH:4][CH:3]=1.B(Br)(Br)Br.O>C1COCC1>[CH2:1]([N:8]1[C:17]2[C:12](=[CH:13][C:14]([OH:18])=[CH:15][CH:16]=2)[C:11]([C:20]2[CH:21]=[CH:22][C:23]([CH:26]([CH3:27])[CH3:28])=[CH:24][CH:25]=2)=[N:10][C:9]1=[O:29])[C:2]1[CH:7]=[CH:6][CH:5]=[CH:4][CH:3]=1. Procedure: A solution of 470 mg (1.22 mmol) of 1-benzyl-4-(4-isopropyl-phenyl)-6-methoxy-1H-quinazolin-2-one in 5 ml anhydrous THF is treated at 0° C. dropwise with 2.44 ml 1.0 M (2.44 mmol; 2 eq.) boron tribromide solution (in methylene chloride). After complete addition, the mixture is allowed to come to rt and stirred for 4 h. The yellow-red solution is poured into water and extracted with CH2Cl2. Concentration in vacuo afforded a yellow solid. yield: 360 mg (80%). m.p.>270° C. Starting materials: O=C([O-])[O-], CI, CCO, COc1ccc(C2=C(CC(C)NC(C)C)C(=O)NCCC2)cc1, [K+], [K+]. Product: COc1ccc(C2=C(CC(C)N(C)C(C)C)C(=O)NCCC2)cc1. As a reaction SMILES: [C:26](=[O:27])([O-:28])[O-:29].[CH3:24][I:25].[CH3:32][CH2:33][OH:34].[CH:1]([CH3:2])([CH3:3])[NH:4][CH:5]([CH2:6][C:7]1=[C:13]([c:14]2[cH:15][cH:16][c:17]([O:20][CH3:21])[cH:18][cH:19]2)[CH2:12][CH2:11][CH2:10][NH:9][C:8]1=[O:22])[CH3:23].[K+:30].[K+:31]>>[CH:1]([CH3:2])([CH3:3])[N:4]([CH:5]([CH2:6][C:7]1=[C:13]([c:14]2[cH:15][cH:16][c:17]([O:20][CH3:21])[cH:18][cH:19]2)[CH2:12][CH2:11][CH2:10][NH:9][C:8]1=[O:22])[CH3:23])[CH3:26].